Dataset: the Open Reaction Database (ORD), a public repository of structured organic reaction records. Task: describe an organic reaction: reactants, conditions, products, and yield Reactants: ClC1=C(C#N)C(=CC(=N1)NC1=NNC(=C1)C)C(F)(F)F (2-chloro-6-(5-methyl-1H-pyrazol-3-ylamino)-4-(trifluoromethyl)nicotinonitrile), O(C1=CC=CC=C1)CCN (2-phenoxyethylamine), C(O)([O-])=O.[Na+] (sodium hydrogencarbonate), CS(=O)C (DMSO). Solvent: O (water). Conditions: temperature 100 celsius, time 27 hour. Yields the product O(C1=CC=CC=C1)CCNC1=C(C#N)C(=CC(=N1)NC1=NNC(=C1)C)C(F)(F)F (2-(2-phenoxyethylamino)-6-(5-methyl-1H-pyrazol-3-ylamino)-4-trifluoromethylnicotinonitrile). Reaction SMILES: Cl[C:2]1[N:9]=[C:8]([NH:10][C:11]2[CH:15]=[C:14]([CH3:16])[NH:13][N:12]=2)[CH:7]=[C:6]([C:17]([F:20])([F:19])[F:18])[C:3]=1[C:4]#[N:5].[O:21]([CH2:28][CH2:29][NH2:30])[C:22]1[CH:27]=[CH:26][CH:25]=[CH:24][CH:23]=1.C(=O)([O-])O.[Na+].CS(C)=O>O>[O:21]([CH2:28][CH2:29][NH:30][C:2]1[N:9]=[C:8]([NH:10][C:11]2[CH:15]=[C:14]([CH3:16])[NH:13][N:12]=2)[CH:7]=[C:6]([C:17]([F:20])([F:19])[F:18])[C:3]=1[C:4]#[N:5])[C:22]1[CH:27]=[CH:26][CH:25]=[CH:24][CH:23]=1 |f:2.3|. Reported procedure: Compound F (300 mg, 1.00 mmol), 2-phenoxyethylamine (261 μl) and sodium hydrogencarbonate (837 mg) were added to DMSO (10 ml), and the mixture was stirred at 100° C. for 27 hr. After stirring, the reaction system was added to cold water, and the mixture was extracted with ethyl acetate. The organic layer was washed with saturated brine, and concentrated, and the residue was washed by suspending in ethyl acetate to give the object compound of 2-(2-phenoxyethylamino)-6-(5-methyl-1H-pyrazol-3-ylami... Starting materials: FC1=CN=C(S1)N=C=O (5-Fluorothiazol-2-yl isocyanate), C1=CC=CC=C1 (benzene), dimethyl acetal, C(C=C)NCC=O (2-allylaminoacetaldehyde). The solvent is C(C)O.O (ethanol water). Conditions: time 1 hour. The product is dimethyl acetal, C(C=C)N(C(=O)NC=1SC(=CN1)F)CC=O (2-[1-allyl-3-(5-fluorothiazol-2-yl)ureido]acetaldehyde). Reaction SMILES: [F:1][C:2]1[S:6][C:5]([N:7]=[C:8]=[O:9])=[N:4][CH:3]=1.C1C=CC=CC=1.[CH2:16]([NH:19][CH2:20][CH:21]=[O:22])[CH:17]=[CH2:18]>C(O)C.O>[CH2:16]([N:19]([CH2:20][CH:21]=[O:22])[C:8]([NH:7][C:5]1[S:6][C:2]([F:1])=[CH:3][N:4]=1)=[O:9])[CH:17]=[CH2:18] |f:3.4|. Procedure: 5-Fluorothiazol-2-yl isocyanate dimer (17.0 grams), benzene (70 ml) and the dimethyl acetal of 2-allylaminoacetaldehyde (13.5 grams) are charged into a glass reaction vessel equipped with a mechanical stirrer and thermometer. The reaction mixture is then stirred at room temperature for a period of about one hour. After this time the reaction mixture is filtered, and the filtrate is stripped of solvent under reduced pressure, leaving an oil. This oil is dissolved in an ethanol-water mixture, and ... Starting materials: C(C)(C)(C)[Si](O[C@H](C(=O)N(C)OC)C\C=C(/CC=C)\C)(C)C ((S,Z)-2-((tert-butyl)dimethylsiloxy)-N-methoxy-N,5-dimethylocta-4,7-dienamide), C[Mg]Cl (methylmagnesium chloride). Run in C1CCOC1 (THF). Run at temperature 0 celsius, time 30 minute. The product is C(C)(C)(C)[Si](O[C@H](C(C)=O)C\C=C(/CC=C)\C)(C)C ((S,Z)-3-((tert-butyl)dimethylsiloxy)-6-methylnona-5,8-dien-2-one). The yield is 95.2%. Reaction SMILES: [C:1]([Si:5]([CH3:22])([CH3:21])[O:6][C@@H:7]([CH2:14]/[CH:15]=[C:16](/[CH3:20])\[CH2:17][CH:18]=[CH2:19])[C:8](N(OC)C)=[O:9])([CH3:4])([CH3:3])[CH3:2].[CH3:23][Mg]Cl>C1COCC1>[C:1]([Si:5]([CH3:22])([CH3:21])[O:6][C@@H:7]([CH2:14]/[CH:15]=[C:16](/[CH3:20])\[CH2:17][CH:18]=[CH2:19])[C:8](=[O:9])[CH3:23])([CH3:4])([CH3:3])[CH3:2]. Procedure: To a THF (300 mL) solution of the starting material 5 (152.6 g, 465 mmol) was slowly added methylmagnesium chloride (200 mL, 3.0 M in THF, 600 mmol) in 30 min at 0° C. The reaction was stirred over 30 min at 0° C., and was carefully quenched with saturated ammonium chloride water solution (300 mL). Its pH was then adjusted to 7 with 1N hydrochloric acid. Volatiles were removed via a rotavap. The residue was extracted with diethyl ether (1 L). Ethereal extracts were washed with water and brine, d... Starting materials: [N+](=O)([O-])C1=CC=CC=2C3=C(OC21)CCC3 (5-nitro-2,3-dihydro-1H-cyclopenta[b]benzofuran), C(C)O (ethanol). The reagents and catalysts are [Ni] (Raney nickel). Run at time 2 hour. The product is C1CCC=2OC3=C(C21)C=C(C=C3)N (2,3-dihydro-1H-cyclopenta[b]benzofuran-7-ylamine). RXN SMILES: [N+:1]([C:4]1[C:12]2O[C:10]3[CH2:13]CC[C:9]=3[C:8]=2[CH:7]=[CH:6][CH:5]=1)([O-])=O.[CH2:16]([OH:18])[CH3:17]>[Ni]>[CH2:10]1[C:9]2[C:8]3[CH:12]=[C:4]([NH2:1])[CH:5]=[CH:6][C:7]=3[O:18][C:16]=2[CH2:17][CH2:13]1. Reported procedure: The core molecule was synthesized following method A. Potassium t-butoxide (12 g, 110 mmol) was added in portions to a cooled (0° C.) solution of cyclopentanone oxime (9.9 g, 100 mmol) in DMF (150 mL). The cooled reaction mixture was stirred for 20 minutes and then 1-fluoro-4-nitrobenzene (14 g, 100 mmol) was added in portions. The reaction mixture was stirred at ˜10° C. for 30 minutes and then allowed to warm to room temperature and stirred for an additional 4 hours. The reaction mixture was co... Reactants: C[O-], CCO, COC(=O)CNC(=O)C1Cc2ccccc2N1, [Na+]. Product: O=C1NCC(=O)N2c3ccccc3CC12. As a reaction SMILES: [CH3:18][O-:19].[CH3:21][CH2:22][OH:23].[NH:1]1[CH:2]([C:10](=[O:11])[NH:12][CH2:13][C:14]([O:16][CH3:15])=[O:17])[CH2:3][c:4]2[cH:5][cH:6][cH:7][cH:8][c:9]21.[Na+:20]>>[N:1]12[CH:2]([CH2:3][c:4]3[cH:5][cH:6][cH:7][cH:8][c:9]31)[C:10](=[O:11])[NH:12][CH2:13][C:14]2=[O:16]. Reactants: C=CC=C (butadiene), C(=O)=O (carbon dioxide). Reagents/catalysts: P.[Pd] (palladium-phosphine). Yields the product five membered lactone, C(C)=C1C(=O)OC(C1)C=CC (2-ethylidene-hept-5-en-4-olide). Isolated yield 0.4%. Reaction SMILES: [CH2:1]=[CH:2][CH:3]=[CH2:4].[C:5](=[O:7])=[O:6]>P.[Pd]>[CH:2](=[C:3]1[CH2:4][CH:1]([CH:2]=[CH:3][CH3:4])[O:7][C:5]1=[O:6])[CH3:1] |f:2.3|. Procedure: Inoue et al., Chem Comm. 1976, 65 describes a process in which butadiene is reacted with carbon dioxide in a polar aprotic solvent in the presence of certain palladium-phosphine complexes (e.g. Pd (Ph2PCH2CH2PPh2)2) to give a five membered lactone, 2-ethylidene-hept-5-en-4-olide, in small yields (0.4 to 12.3% yield based on butadiene), together with much higher yields of butadiene oligomers (60-85% yield). Starting materials: ClC1=C(C=C(C=C1)OC)NC=1C(=NC2=CC=CC=C2N1)NS(=O)(=O)C1=CC(=CC=C1)[N+](=O)[O-] (N-{3-[(2-chloro-5-methoxyphenyl)amino]quinoxalin-2-yl}-3-nitrobenzenesulfonamide), C1CCOC1 (THF), O (water), 10, C(=O)[O-].[K+] (potassium formate). Reagents/catalysts: [Pt]=S (platinum sulfide). The solvent is C(C)O (ethanol), CO (methanol). Conditions: temperature 50 celsius. The product is Cl.NC=1C=C(C=CC1)S(=O)(=O)NC1=NC2=CC=CC=C2N=C1NC1=C(C=CC(=C1)OC)Cl (3-amino-N-{3-[(2-chloro-5-methoxyphenyl)amino]quinoxalin-2-yl}benzenesulfonamide hydrochloride). Reaction SMILES: [Cl:1][C:2]1[CH:7]=[CH:6][C:5]([O:8][CH3:9])=[CH:4][C:3]=1[NH:10][C:11]1[C:12]([NH:21][S:22]([C:25]2[CH:30]=[CH:29][CH:28]=[C:27]([N+:31]([O-])=O)[CH:26]=2)(=[O:24])=[O:23])=[N:13][C:14]2[C:19]([N:20]=1)=[CH:18][CH:17]=[CH:16][CH:15]=2.C1COCC1.O.C([O-])=O.[K+]>[Pt]=S.CO.C(O)C>[ClH:1].[NH2:31][C:27]1[CH:26]=[C:25]([S:22]([NH:21][C:12]2[C:11]([NH:10][C:3]3[CH:4]=[C:5]([O:8][CH3:9])[CH:6]=[CH:7][C:2]=3[Cl:1])=[N:20][C:19]3[C:14](=[CH:15][CH:16]=[CH:17][CH:18]=3)[N:13]=2)(=[O:24])=[O:23])[CH:30]=[CH:29][CH:28]=1 |f:3.4,8.9|. Procedure: To 1 kg of N-{3-[(2-chloro-5-methoxyphenyl)amino]quinoxalin-2-yl}-3-nitrobenzenesulfonamide, add a catalytic amount of platinum sulfide on carbon (Pt(S)C), 6 volumes of THF, 0.16 volume of water and 2 volumes of ethanol. The reaction mixture is stirred and heated to reflux. An aqueous potassium formate solution (1.4 volume of water+0.69 kg of potassium formate) is added. The reaction mixture is stirred at reflux until completion of the reaction and cooled down at 50° C. After the addition of 10 ... Solvent: C(Cl)Cl (CH2Cl2). As a reaction SMILES: [CH3:1][C:2]1[C:7]([CH:8](O)[CH3:9])=[CH:6][CH:5]=[C:4]([C:11]2[CH:16]=[CH:15][CH:14]=[C:13]([C:17]([F:20])([F:19])[F:18])[CH:12]=2)[N:3]=1.O=S(Cl)[Cl:23]>C(Cl)Cl>[Cl:23][CH:8]([C:7]1[C:2]([CH3:1])=[N:3][C:4]([C:11]2[CH:16]=[CH:15][CH:14]=[C:13]([C:17]([F:20])([F:19])[F:18])[CH:12]=2)=[CH:5][CH:6]=1)[CH3:9]. Reported procedure: 0.530 g (1.89 mmol) of the above prepared [rac]-1-[2-methyl-6-(3-trifluoromethyl-phenyl)-pyridin-3-yl]-ethanol was dissolved in 9.5 ml of CH2Cl2 and treated dropwise at 0° C. with 0.275 ml (2 eq.) of SOCl2. The reaction mixture was kept at 0° C. for 5 Min. and at RT for 30 Min. Pouring onto crashed ice/NaHCO3, twofold extraction with EtOEt, washing with water, drying over sodium sulfate and evaporation of the solvents yielded 0.586 g of pure title compound as light yellow oil. The product is ClC(C)C=1C(=NC(=CC1)C1=CC(=CC=C1)C(F)(F)F)C ([rac]-3-(1-Chloro-ethyl)-2-methyl-6-(3-trifluoromethyl-phenyl)-pyridine). The reactants are CC1=NC(=CC=C1C(C)O)C1=CC(=CC=C1)C(F)(F)F ([rac]-1-[2-methyl-6-(3-trifluoromethyl-phenyl)-pyridin-3-yl]-ethanol), O=S(Cl)Cl (SOCl2). Yields the product FC1=CC=C(C[C@@H](C(=O)N2CCC(CC2)O)NC(=O)C2=CC=3C(=CN=C(C3)Cl)N2)C=C1 (5-Chloro-1H-pyrrolo[2,3-c]pyridine-2-carboxylic acid [1-(S)-(4-fluorobenzyl)-2-(4-hydroxypiperidin-1-yl)-2-oxoethyl]amide). Procedure details: Route B: The title compound was prepared as outlined in EXAMPLE 1 from 5-chloro-1H-pyrrolo[2,3-c]pyridine-2-carboxylic acid (Preparation 18) and 2-(S)-amino-3-(4-fluorophenyl)-1-(4-hydroxypiperidin-1-yl)propan-1-one hydrochloride (Preparation 20). The product was purified by chromatography on silica gel eluting with methanol/dichloromethane (1:19) to give the title compound as a pale yellow solid. δH (CD3OD): 1.08–1.19 (0.5H, m), 1.29–1.51 (1.5H, m), 1.54–1.62 (0.5H, m), 1.73–1.84 (1.5H, m), 3.0... RXN SMILES: [Cl:1][C:2]1[CH:3]=[C:4]2[CH:10]=[C:9]([C:11]([OH:13])=O)[NH:8][C:5]2=[CH:6][N:7]=1.Cl.[NH2:15][C@@H:16]([CH2:26][C:27]1[CH:32]=[CH:31][C:30]([F:33])=[CH:29][CH:28]=1)[C:17]([N:19]1[CH2:24][CH2:23][CH:22]([OH:25])[CH2:21][CH2:20]1)=[O:18]>>[F:33][C:30]1[CH:31]=[CH:32][C:27]([CH2:26][C@H:16]([NH:15][C:11]([C:9]2[NH:8][C:5]3=[CH:6][N:7]=[C:2]([Cl:1])[CH:3]=[C:4]3[CH:10]=2)=[O:13])[C:17]([N:19]2[CH2:20][CH2:21][CH:22]([OH:25])[CH2:23][CH2:24]2)=[O:18])=[CH:28][CH:29]=1 |f:1.2|. Reactants: ClC=1C=C2C(=CN1)NC(=C2)C(=O)O (5-chloro-1H-pyrrolo[2,3-c]pyridine-2-carboxylic acid), Cl.N[C@H](C(=O)N1CCC(CC1)O)CC1=CC=C(C=C1)F (2-(S)-amino-3-(4-fluorophenyl)-1-(4-hydroxypiperidin-1-yl)propan-1-one hydrochloride).